Dataset: the Open Reaction Database (ORD), a public repository of structured organic reaction records. Task: describe an organic reaction: reactants, conditions, products, and yield The reactants are O=C1c2cc(Br)ccc2-c2ccc(Br)cc21, CC(C)(C)OC(=O)N1CC2CNCC21, CC(C)(C)[O-], Cc1ccccc1, [Na+], O=C(C=Cc1ccccc1)C=Cc1ccccc1, O=C(C=Cc1ccccc1)C=Cc1ccccc1, O=C(C=Cc1ccccc1)C=Cc1ccccc1, [Pd], [Pd], c1ccc(P(c2ccccc2)c2ccc3ccccc3c2-c2c(P(c3ccccc3)c3ccccc3)ccc3ccccc23)cc1. The product is CC(C)(C)OC(=O)N1CC2CN(c3ccc4c(c3)C(=O)c3cc(Br)ccc3-4)CC21. Reaction SMILES: [Br:15][c:16]1[cH:17][c:18]2[c:26]([cH:27][cH:28]1)-[c:25]1[c:20]([cH:21][c:22]([Br:29])[cH:23][cH:24]1)[C:19]2=[O:30].[C:1]([CH3:2])([CH3:3])([CH3:4])[O:5][C:6](=[O:7])[N:8]1[CH:9]2[CH2:10][NH:11][CH2:12][CH:13]2[CH2:14]1.[CH3:31][C:32]([CH3:33])([O-:34])[CH3:35].[CH3:83][c:84]1[cH:85][cH:86][cH:87][cH:88][cH:89]1.[Na+:36].[O:110]=[C:111]([CH:112]=[CH:113][c:114]1[cH:115][cH:116][cH:117][cH:118][cH:119]1)[CH:120]=[CH:121][c:122]1[cH:123][cH:124][cH:125][cH:126][cH:127]1.[O:128]=[C:129]([CH:130]=[CH:131][c:132]1[cH:133][cH:134][cH:135][cH:136][cH:137]1)[CH:138]=[CH:139][c:140]1[cH:141][cH:142][cH:143][cH:144][cH:145]1.[O:92]=[C:93]([CH:94]=[CH:95][c:96]1[cH:97][cH:98][cH:99][cH:100][cH:101]1)[CH:102]=[CH:103][c:104]1[cH:105][cH:106][cH:107][cH:108][cH:109]1.[Pd:90].[Pd:91].[c:37]1([P:38]([c:39]2[cH:40][cH:41][cH:42][cH:43][cH:44]2)[c:45]2[cH:46][cH:47][c:48]3[c:49]([cH:50][cH:51][cH:52][cH:53]3)[c:54]2-[c:55]2[c:56]3[c:57]([cH:58][cH:59][cH:60][cH:61]3)[cH:62][cH:63][c:64]2[P:65]([c:66]2[cH:67][cH:68][cH:69][cH:70][cH:71]2)[c:72]2[cH:73][cH:74][cH:75][cH:76][cH:77]2)[cH:78][cH:79][cH:80][cH:81][cH:82]1>>[C:1]([CH3:2])([CH3:3])([CH3:4])[O:5][C:6](=[O:7])[N:8]1[CH:9]2[CH2:10][N:11]([c:22]3[cH:21][c:20]4[c:25]([cH:24][cH:23]3)-[c:26]3[c:18]([cH:17][c:16]([Br:15])[cH:28][cH:27]3)[C:19]4=[O:30])[CH2:12][CH:13]2[CH2:14]1. Starting materials: CS(=O)(=O)O, CC(C)=O, CC1(C)Cc2c(c(C(=O)Nc3ccc(F)c(C(F)(F)F)c3)cc3nc(Nc4c(Cl)cncc4Cl)[nH]c23)O1. The product is CS(=O)(=O)O, CC1(C)Cc2c(c(C(=O)Nc3ccc(F)c(C(F)(F)F)c3)cc3nc(Nc4c(Cl)cncc4Cl)[nH]c23)O1. As a reaction SMILES: [CH3:38][S:39]([OH:40])(=[O:41])=[O:42].[CH3:43][C:44](=[O:45])[CH3:46].[Cl:1][c:2]1[cH:3][n:4][cH:5][c:6]([Cl:37])[c:7]1[NH:8][c:9]1[n:10][c:11]2[c:12]([nH:13]1)[c:14]1[c:18]([c:19]([C:21](=[O:22])[NH:23][c:24]3[cH:25][c:26]([C:31]([F:32])([F:33])[F:34])[c:27]([F:30])[cH:28][cH:29]3)[cH:20]2)[O:17][C:16]([CH3:35])([CH3:36])[CH2:15]1>>[CH3:38][S:39](=[O:40])(=[O:41])[OH:42].[Cl:1][c:2]1[cH:3][n:4][cH:5][c:6]([Cl:37])[c:7]1[NH:8][c:9]1[n:10][c:11]2[c:12]([nH:13]1)[c:14]1[c:18]([c:19]([C:21](=[O:22])[NH:23][c:24]3[cH:25][c:26]([C:31]([F:32])([F:33])[F:34])[c:27]([F:30])[cH:28][cH:29]3)[cH:20]2)[O:17][C:16]([CH3:35])([CH3:36])[CH2:15]1. Starting materials: CC(=O)O (AcOH), BrCCCCCC(=O)Cl (6-Bromohexanoyl chloride), NCCSC(C1=CC=CC=C1)(C1=CC=CC=C1)C1=CC=CC=C1 (H2N—CH2—CH2-STrt), CCN(C(C)C)C(C)C (DIEA). Solvent: C(Cl)Cl (CH2Cl2), C(Cl)Cl (CH2Cl2). Run at time 2 hour. The product is BrCCCCCC(=O)NCCSC(C1=CC=CC=C1)(C1=CC=CC=C1)C1=CC=CC=C1 (Br—(CH2)5—CONH—(CH2)2-STrt). RXN SMILES: [Br:1][CH2:2][CH2:3][CH2:4][CH2:5][CH2:6][C:7](Cl)=[O:8].[NH2:10][CH2:11][CH2:12][S:13][C:14]([C:27]1[CH:32]=[CH:31][CH:30]=[CH:29][CH:28]=1)([C:21]1[CH:26]=[CH:25][CH:24]=[CH:23][CH:22]=1)[C:15]1[CH:20]=[CH:19][CH:18]=[CH:17][CH:16]=1.CCN(C(C)C)C(C)C.CC(O)=O>C(Cl)Cl>[Br:1][CH2:2][CH2:3][CH2:4][CH2:5][CH2:6][C:7]([NH:10][CH2:11][CH2:12][S:13][C:14]([C:21]1[CH:26]=[CH:25][CH:24]=[CH:23][CH:22]=1)([C:15]1[CH:16]=[CH:17][CH:18]=[CH:19][CH:20]=1)[C:27]1[CH:32]=[CH:31][CH:30]=[CH:29][CH:28]=1)=[O:8]. Reported procedure: 6-Bromohexanoyl chloride (46 μl, 0.31 mmol) was dissolved in 0.2 ml CH2Cl2 and added to a solution of H2N—CH2—CH2-STrt (100 mg, 0.28 mmol), DIEA (97 μl, 0.56 mmol) in CH2Cl2 (0.8 ml). The mixture was stirred for 2 h at RT. The reaction mixture was acidified with AcOH (50 μl) and the solvent was removed in vacuo. The residue was purified on silica gel (heptane/EtOAc=1:1) to obtain Br—(CH2)5—CONH—(CH2)2-STrt. Starting materials: CO, [Na+], [OH-], CCOC(=O)CCN(C)CCC=C1c2ccccc2C=Cc2ccccc21. Product: CN(CCC=C1c2ccccc2C=Cc2ccccc21)CCC(=O)O. As a reaction SMILES: [CH3:28][OH:29].[Na+:31].[OH-:30].[cH:1]1[cH:2][cH:3][cH:4][c:5]2[c:11]1[CH:10]=[CH:9][c:8]1[c:7]([cH:15][cH:14][cH:13][cH:12]1)[C:6]2=[CH:16][CH2:17][CH2:18][N:19]([CH3:20])[CH2:21][CH2:22][C:23](=[O:24])[O:25][CH2:26][CH3:27]>>[cH:1]1[cH:2][cH:3][cH:4][c:5]2[c:11]1[CH:10]=[CH:9][c:8]1[c:7]([cH:15][cH:14][cH:13][cH:12]1)[C:6]2=[CH:16][CH2:17][CH2:18][N:19]([CH3:20])[CH2:21][CH2:22][C:23](=[O:24])[OH:25]. Reaction SMILES: [H-].[Na+].[S:3]1[C:15]2[C:14]3[CH:13]=[CH:12][CH:11]=[CH:10][C:9]=3[NH:8][C:7]=2[C:6](=[O:16])[CH:5]=[CH:4]1.[CH3:17][N:18]([CH2:20][CH2:21][CH2:22][Cl:23])[CH3:19].C.[OH-].[Na+]>CN(C)C=O>[ClH:23].[CH3:17][N:18]([CH3:19])[CH2:20][CH2:21][CH2:22][N:8]1[C:9]2[CH:10]=[CH:11][CH:12]=[CH:13][C:14]=2[C:15]2[S:3][CH:4]=[CH:5][C:6](=[O:16])[C:7]1=2 |f:0.1,5.6,8.9|. Reported procedure: -- A mixture of 2.3 g (0.055 mole) of 50% sodium hydride in mineral oil, 50 ml of dimethylformamide (DMF) and 10.0 g (0.05 mole) of thiopyrano [3,2-b]indol-4(5H)-one is stirred for 3 hours, then 12.2 g (0.1 mole) of dimethylaminopropylchloride is added. Stirring is continued for 20 hours at 95°, then the mixture is poured onto ice containing conc. HCl. The cloudy solution is clarified with charcoal, made basic with 20% sodium hydroxide solution, and the precipitated oil extracted with ether. The... Solvent: CN(C=O)C (dimethylformamide). Conditions: time 3 hour. Product: Cl.CN(CCCN1C2=C(C=3C=CC=CC13)SC=CC2=O)C (5-[3(Dimethylamino)propyl]thiopyrano[3,2-b]indol-4(5H)-one hydrochloride). The reactants are C (charcoal), [OH-].[Na+] (sodium hydroxide), [H-].[Na+] (sodium hydride), S1C=CC(C=2NC=3C=CC=CC3C21)=O (thiopyrano [3,2-b]indol-4(5H)-one), CN(C)CCCCl (dimethylaminopropylchloride).